This data is from the Open Reaction Database (ORD), a public repository of structured organic reaction records. The task is: describe an organic reaction: reactants, conditions, products, and yield Reactants: FC1=C(C=C(C=C1OC)F)CC#N (2,5-difluoro-3-methoxyphenylacetonitrile), [OH-].[K+] (potassium hydroxide), C(CO)O (ethylene glycol), O (water). Reaction conditions: temperature 120 celsius. The product is FC1=C(C=C(C=C1OC)F)CC(=O)OC (Methyl 2,5-difluoro-3-methoxyphenylacetate). The yield is 59.0%. As a reaction SMILES: [F:1][C:2]1[C:7]([O:8][CH3:9])=[CH:6][C:5]([F:10])=[CH:4][C:3]=1[CH2:11][C:12]#N.[OH-:14].[K+].O.C(O)[CH2:18][OH:19]>>[F:1][C:2]1[C:7]([O:8][CH3:9])=[CH:6][C:5]([F:10])=[CH:4][C:3]=1[CH2:11][C:12]([O:19][CH3:18])=[O:14] |f:1.2|. Procedure: To a stirred solution of 2,5-difluoro-3-methoxyphenylacetonitrile (5.92 g, 30 mmol) in ethylene glycol (150 ml) was added potassium hydroxide (85%; 3.0 g, 45 mmol). The mixture was heated at 120° C. for 1 hr and then the mixture was poured into water (100 ml) and washed with ether (100 ml). The aqueous layer was acidified with 6N HCl (10 ml) and extracted with ether (200 ml). The extract was washed with water (50 ml), brine (50 ml), dried (magnesium sulfate) and evaporated. The residual solid wa...